From a dataset of the Open Reaction Database (ORD), a public repository of structured organic reaction records. describe an organic reaction: reactants, conditions, products, and yield Starting materials: Cc1cc(=O)c(I)c(C)[nH]1, ClCc1ccccc1, [H-], [H][H], [Na+], CN(C)C=O, O. Yields the product Cc1cc(OCc2ccccc2)c(I)c(C)n1. RXN SMILES: [CH3:1][c:2]1[nH:3][c:4]([CH3:10])[cH:5][c:6](=[O:9])[c:7]1[I:8].[Cl:15][CH2:16][c:17]1[cH:18][cH:19][cH:20][cH:21][cH:22]1.[H-:11].[H:13][H:14].[Na+:12].[O:23]=[CH:24][N:25]([CH3:26])[CH3:27].[OH2:28]>>[CH3:1][c:2]1[n:3][c:4]([CH3:10])[cH:5][c:6]([O:9][CH2:16][c:17]2[cH:18][cH:19][cH:20][cH:21][cH:22]2)[c:7]1[I:8].